This data is from the Open Reaction Database (ORD), a public repository of structured organic reaction records. The task is: describe an organic reaction: reactants, conditions, products, and yield Starting materials: C(C)(=O)OCCOC1=NN(C(=C1C(=O)OC(C)(C)C)NS(=O)(=O)C1=CC=C(C=C1)C(C)(C)C)C (tert-butyl 3-[2-(acetyloxy)ethoxy]-5-({[4-(tert-butyl)phenyl]sulfonyl}amino)-1-methyl-1H-pyrazole-4-carboxylate), FC(C(=O)O)(F)F (trifluoroacetic acid). Run in [Cl-].[NH4+] (ammonium chloride), ClCCl (dichloromethane). Conditions: time 2.5 hour. Product: C(C)(=O)OCCOC1=NN(C(=C1)NS(=O)(=O)C1=CC=C(C=C1)C(C)(C)C)C (2-{[5-({[4-(tert-butyl)phenyl]sulfonyl}amino)-1-methyl-1H-pyrazol-3-yl]oxy}ethyl acetate), solid. As a reaction SMILES: [C:1]([O:4][CH2:5][CH2:6][O:7][C:8]1[C:12](C(OC(C)(C)C)=O)=[C:11]([NH:20][S:21]([C:24]2[CH:29]=[CH:28][C:27]([C:30]([CH3:33])([CH3:32])[CH3:31])=[CH:26][CH:25]=2)(=[O:23])=[O:22])[N:10]([CH3:34])[N:9]=1)(=[O:3])[CH3:2].FC(F)(F)C(O)=O>ClCCl.[Cl-].[NH4+]>[C:1]([O:4][CH2:5][CH2:6][O:7][C:8]1[CH:12]=[C:11]([NH:20][S:21]([C:24]2[CH:25]=[CH:26][C:27]([C:30]([CH3:33])([CH3:32])[CH3:31])=[CH:28][CH:29]=2)(=[O:22])=[O:23])[N:10]([CH3:34])[N:9]=1)(=[O:3])[CH3:2] |f:3.4|. Reported procedure: To tert-butyl 3-[2-(acetyloxy)ethoxy]-5-({[4-(tert-butyl)phenyl]sulfonyl}amino)-1-methyl-1H-pyrazole-4-carboxylate (Preparation 9) (1.48 g) in dichloromethane (20 ml) was added trifluoroacetic acid (10 ml), at room temperature. The reaction mixture was stirred at room temperature for 2.5 hours and then refluxed for 3 hours. The reaction mixture was then diluted with a saturated solution of aqueous ammonium chloride (20 ml), and the aqueous was then extracted with ethyl acetate (2×20 ml). The org... Reactants: CC(=O)OC(C)C, NO, NCC1(c2ccc(Cl)c(Cl)c2)CC1CO, [Na+], [OH-], O=S(Cl)Cl. Yields the product Clc1ccc(C23CNCC2C3)cc1Cl. Reaction SMILES: [C:24]([O:25][CH:26]([CH3:27])[CH3:28])(=[O:29])[CH3:30].[NH2:16][OH:17].[NH2:1][CH2:2][C:3]1([c:8]2[cH:9][c:10]([Cl:15])[c:11]([Cl:14])[cH:12][cH:13]2)[CH:4]([CH2:6][OH:7])[CH2:5]1.[Na+:23].[OH-:22].[S:18]([Cl:19])([Cl:20])=[O:21]>>[NH:1]1[CH2:2][C:3]2([c:8]3[cH:9][c:10]([Cl:15])[c:11]([Cl:14])[cH:12][cH:13]3)[CH:4]([CH2:5]2)[CH2:6]1. Reactants: CC(=O)OC(C)=O, CC(C)(C)c1[nH]c2ccc(NC(=O)C3(c4ccc5c(c4)OCO5)CC3)cc2c1C=NO. Yields the product CC(C)(C)c1[nH]c2ccc(NC(=O)C3(c4ccc5c(c4)OCO5)CC3)cc2c1C#N. RXN SMILES: [CH3:32][C:33]([O:34][C:35](=[O:36])[CH3:37])=[O:38].[O:1]1[CH2:2][O:3][c:4]2[c:5]1[cH:6][cH:7][c:8]([C:10]1([C:13](=[O:14])[NH:15][c:16]3[cH:17][c:18]4[c:19]([CH:29]=[N:30][OH:31])[c:20]([C:25]([CH3:26])([CH3:27])[CH3:28])[nH:21][c:22]4[cH:23][cH:24]3)[CH2:11][CH2:12]1)[cH:9]2>>[O:1]1[CH2:2][O:3][c:4]2[c:5]1[cH:6][cH:7][c:8]([C:10]1([C:13](=[O:14])[NH:15][c:16]3[cH:17][c:18]4[c:19]([C:29]#[N:30])[c:20]([C:25]([CH3:26])([CH3:27])[CH3:28])[nH:21][c:22]4[cH:23][cH:24]3)[CH2:11][CH2:12]1)[cH:9]2. Reactants: COC(=O)c1ccc(Br)nc1, CCOC(C)=O, [Cs+], [F-], CC(=O)[O-], CC(=O)[O-], CN(C)C=O, O, OB(O)c1ccc(F)cc1, [Pd+2]. The product is COC(=O)c1ccc(-c2ccc(F)cc2)nc1. Reaction SMILES: [CH3:1][O:2][C:3](=[O:4])[c:5]1[cH:6][n:7][c:8]([Br:11])[cH:9][cH:10]1.[CH3:30][CH2:31][O:32][C:33](=[O:34])[CH3:35].[Cs+:23].[F-:22].[O-:37][C:38]([CH3:39])=[O:40].[O-:41][C:42]([CH3:43])=[O:44].[O:24]=[CH:25][N:26]([CH3:27])[CH3:28].[OH2:29].[OH:12][B:13]([OH:14])[c:15]1[cH:16][cH:17][c:18]([F:19])[cH:20][cH:21]1.[Pd+2:36]>>[CH3:1][O:2][C:3](=[O:4])[c:5]1[cH:6][n:7][c:8](-[c:15]2[cH:16][cH:17][c:18]([F:19])[cH:20][cH:21]2)[cH:9][cH:10]1. Reactants: COC1=C(C=C(C=C1)N)N1CCN(CC1)C (4-Methoxy-3-(4-methyl-1-piperazinyl)phenylamine), C1(CCCCC1)C1=CC=C(C(=O)O)C=C1 (4-Cyclohexylbenzoic acid), S(=O)(Cl)Cl (thionyl chloride), C1(=CC=CC=C1)C (toluene). Run in ClCCl (dichloromethane), C(C)N(CC)CC (triethylamine). Run at time 1 hour. The product is COC1=C(C=C(C=C1)NC(C1=CC=C(C=C1)C1CCCCC1)=O)N1CCN(CC1)C (N-(4-Methoxy-3-(4-methyl-1-piperazinyl)phenyl)-4-cyclohexylbenzamide). Isolated yield 91.8%. Reaction SMILES: [CH:1]1([C:7]2[CH:15]=[CH:14][C:10]([C:11]([OH:13])=O)=[CH:9][CH:8]=2)[CH2:6][CH2:5][CH2:4][CH2:3][CH2:2]1.S(Cl)(Cl)=O.C1(C)C=CC=CC=1.[CH3:27][O:28][C:29]1[CH:34]=[CH:33][C:32]([NH2:35])=[CH:31][C:30]=1[N:36]1[CH2:41][CH2:40][N:39]([CH3:42])[CH2:38][CH2:37]1>ClCCl.C(N(CC)CC)C>[CH3:27][O:28][C:29]1[CH:34]=[CH:33][C:32]([NH:35][C:11](=[O:13])[C:10]2[CH:9]=[CH:8][C:7]([CH:1]3[CH2:2][CH2:3][CH2:4][CH2:5][CH2:6]3)=[CH:15][CH:14]=2)=[CH:31][C:30]=1[N:36]1[CH2:37][CH2:38][N:39]([CH3:42])[CH2:40][CH2:41]1. Procedure: 4-Cyclohexylbenzoic acid (300 mg, 1.5 mmol) was heated at reflux with thionyl chloride (2 ml) and toluene (40 ml) for 2 h, and then evaporated to dryness under reduced pressure. 4-Methoxy-3-(4-methyl-1-piperazinyl)phenylamine (325 mg, 1.5 mmol) in dry dichloromethane (40 ml) was added with triethylamine (2 ml) and the mixture stirred for 1 h. The solution was partitioned between dichloromethane (40 ml) and saturated aqueous potassium carbonate (40 ml), the organic solution dried (sodium sulphate...